From a dataset of the Open Reaction Database (ORD), a public repository of structured organic reaction records. describe an organic reaction: reactants, conditions, products, and yield Reactants: C(C1=CC=CC=C1)(=O)O[C@@H]1C([C@@H]2CCC=3C4=CC[C@H]([C@@H](CCCC(C)C)C)[C@]4(CCC3[C@]2(CC1)C)C)(C)C (3β-benzoyloxy-4,4-dimethyl-5α-cholest-8,14-diene), ClC1=CC(=CC=C1)C(=O)OO (meta-chloro-perbenzoic acid). Run in C(C)OCC (diethyl ether), C([O-])(O)=O.[Na+] (sodium bicarbonate). Conditions: time 30 minute. Product: C(C1=CC=CC=C1)(=O)O[C@@H]1C([C@@H]2CCC=3[C@H]4C(C[C@H]([C@@H](CCCC(C)C)C)[C@]4(CCC3[C@]2(CC1)C)C)=O)(C)C (3β-benzoyloxy-4,4-dimethyl-5α,14β-cholest-8-en-15-one). Yield: 75.4%. As a reaction SMILES: [C:1]([O:9][C@H:10]1[CH2:34][CH2:33][C@@:32]2([CH3:35])[C@@H:12]([CH2:13][CH2:14][C:15]3[C:16]4[C@:28]([CH3:36])([CH2:29][CH2:30][C:31]=32)[C@@H:19]([C@H:20]([CH3:27])[CH2:21][CH2:22][CH2:23][CH:24]([CH3:26])[CH3:25])[CH2:18][CH:17]=4)[C:11]1([CH3:38])[CH3:37])(=[O:8])[C:2]1[CH:7]=[CH:6][CH:5]=[CH:4][CH:3]=1.ClC1C=CC=C(C(OO)=[O:47])C=1>C(OCC)C.C(=O)(O)[O-].[Na+]>[C:1]([O:9][C@H:10]1[CH2:34][CH2:33][C@@:32]2([CH3:35])[C@@H:12]([CH2:13][CH2:14][C:15]3[C@@H:16]4[C@:28]([CH3:36])([CH2:29][CH2:30][C:31]=32)[C@@H:19]([C@H:20]([CH3:27])[CH2:21][CH2:22][CH2:23][CH:24]([CH3:26])[CH3:25])[CH2:18][C:17]4=[O:47])[C:11]1([CH3:38])[CH3:37])(=[O:8])[C:2]1[CH:7]=[CH:6][CH:5]=[CH:4][CH:3]=1 |f:3.4|. Procedure details: To a solution of 3β-benzoyloxy-4,4-dimethyl-5α-cholest-8,14-diene (5.0 g, 10.2 mmol) in diethyl ether solution (300 mL) and 0.5 M aqueous sodium bicarbonate (300 mL) was added meta-chloro-perbenzoic acid (2.44 g, 11.3 mmol) (Aldrich). After 30 min, the ether fraction was separated from the sodium bicarbonate layer and the aqueous fraction was repeatedly extracted with diethyl ether (5×500 mL). The organic fractions were combined, washed with brine (1×100 mL), dried over magnesium sulfate, filter... The reactants are FC1=C(COCC#CCO)C=C(C=C1)Br (4-(2-fluoro-5-bromobenzyloxy)-but-2-ynyl alcohol), C1(=CC=CC=C1)P(C1=CC=CC=C1)C1=CC=CC=C1 (triphenylphosphine), C(Br)(Br)(Br)Br (carbon tetrabromide). The solvent is C(C)OCC (diethyl ether). Conditions: time 14 hour. The product is FC1=C(COCC#CCBr)C=C(C=C1)Br (4-(2-fluoro-5-bromobenzyloxy)-but-2-ynyl bromide). Reaction SMILES: [F:1][C:2]1[CH:14]=[CH:13][C:12]([Br:15])=[CH:11][C:3]=1[CH2:4][O:5][CH2:6][C:7]#[C:8][CH2:9]O.C1(P(C2C=CC=CC=2)C2C=CC=CC=2)C=CC=CC=1.C(Br)(Br)(Br)[Br:36]>C(OCC)C>[F:1][C:2]1[CH:14]=[CH:13][C:12]([Br:15])=[CH:11][C:3]=1[CH2:4][O:5][CH2:6][C:7]#[C:8][CH2:9][Br:36]. Reported procedure: A solution of 4-(2-fluoro-5-bromobenzyloxy)-but-2-ynyl alcohol (8.9 g, 32.6 mmol) in diethyl ether (109 ml) was treated with triphenylphosphine (11.1 g, 42.4 mmol) and carbon tetrabromide (14.1 g, 42.4 mmol). The cloudy solution was stirred at ambient temperature for about 14 hours. The precipitate was removed by filtration and the filtrate was concentrated. The desired title intermediate was purified from the filtrate by flash chromatography. Yield 9.83 grams (90%) as a clear oil. Reactants: B, C1CCOC1, CO, O=C(O)c1ccc(I)cc1C(F)(F)F, C1CCOC1. Product: OCc1ccc(I)cc1C(F)(F)F. Reaction SMILES: [BH3:20].[CH2:23]1[O:24][CH2:25][CH2:26][CH2:27]1.[CH3:21][OH:22].[I:1][c:2]1[cH:3][c:4]([C:11]([F:12])([F:13])[F:14])[c:5]([C:6](=[O:7])[OH:8])[cH:9][cH:10]1.[O:15]1[CH2:16][CH2:17][CH2:18][CH2:19]1>>[I:1][c:2]1[cH:3][c:4]([C:11]([F:12])([F:13])[F:14])[c:5]([CH2:6][OH:7])[cH:9][cH:10]1. Reactants: C[Si](C)(C)N=[N+]=[N-] (Trimethylsilylazide), N1=C2C(=O)OC(C2=CC=C1)=O (quinolinic anhydride), C(C)O (ethanol). Reaction SMILES: C[Si]([N:5]=[N+]=[N-])(C)C.[N:8]1[CH:17]=[CH:16][CH:15]=[C:14]2[C:9]=1[C:10]([O:12][C:13]2=[O:18])=[O:11].C(O)C>C(Cl)(Cl)Cl>[NH:5]1[C:9]2[N:8]=[CH:17][CH:16]=[CH:15][C:14]=2[C:13](=[O:18])[O:12][C:10]1=[O:11]. Solvent: C(Cl)(Cl)Cl (chloroform). Product: N1C(OC(C2=C1N=CC=C2)=O)=O (4H-pyrido[2,3-d] [1,3]oxazine-2,4(1H)-dione). Procedure: Trimethylsilylazide (89.1 ml) was added dropwise, with stirring, to a suspension of quinolinic anhydride (100.0 g) in dry chloroform (450 ml) under nitrogen. The mixture was stirred until nitrogen evolution had subsided (around 30 minutes) and then boiled under reflux with stirring for 45 minutes to give a solution. The mixture was cooled to ambient temperature and ethanol (40.0 ml) was added. The mixture was stirred for 20 minutes and a precipitate was collected by filtration and dried under va... The reactants are CCOC(=O)C(C)NC(=O)C(C)NC(=O)Cc1cc(F)cc(F)c1, [Li+], C1COCCO1, [OH-], O. Product: CC(NC(=O)C(C)NC(=O)Cc1cc(F)cc(F)c1)C(=O)O. As a reaction SMILES: [CH2:1]([CH3:2])[O:3][C:4]([CH:5]([NH:6][C:7]([CH:8]([NH:9][C:10]([CH2:11][c:12]1[cH:13][c:14]([F:19])[cH:15][c:16]([F:18])[cH:17]1)=[O:20])[CH3:21])=[O:22])[CH3:23])=[O:24].[Li+:26].[O:27]1[CH2:28][CH2:29][O:30][CH2:31][CH2:32]1.[OH-:25].[OH2:33]>>[O:3]=[C:4]([CH:5]([NH:6][C:7]([CH:8]([NH:9][C:10]([CH2:11][c:12]1[cH:13][c:14]([F:19])[cH:15][c:16]([F:18])[cH:17]1)=[O:20])[CH3:21])=[O:22])[CH3:23])[OH:24]. Starting materials: CC1=CNC=2CC(CC(C12)=O)C1=C(C=CC=C1)C (3-methyl-6-(2-methylphenyl)-4,5,6,7-tetrahydroindol-4-one), C(=N)(N)NN.Cl (aminoguanidine hydrochloride), Cl (hydrochloric acid), O (water). The solvent is C(C)O (ethanol). Product: Cl.N(C(=N)N)N=C1C=2C(=CNC2CC(C1)C1=C(C=CC=C1)C)C (4-guanidinoimino-3-methyl-6-(2-methylphenyl)-4,5,6,7-tetrahydroindole hydrochloride). Isolated yield 4.1%. Reaction SMILES: [CH3:1][C:2]1[C:10]2[C:9](=O)[CH2:8][CH:7]([C:12]3[CH:17]=[CH:16][CH:15]=[CH:14][C:13]=3[CH3:18])[CH2:6][C:5]=2[NH:4][CH:3]=1.[C:19]([NH:22][NH2:23])([NH2:21])=[NH:20].[ClH:24].Cl.O>C(O)C>[ClH:24].[NH:22]([N:23]=[C:9]1[CH2:8][CH:7]([C:12]2[CH:17]=[CH:16][CH:15]=[CH:14][C:13]=2[CH3:18])[CH2:6][C:5]2[NH:4][CH:3]=[C:2]([CH3:1])[C:10]1=2)[C:19]([NH2:21])=[NH:20] |f:1.2,6.7|. Procedure details: A mixture of 3-methyl-6-(2-methylphenyl)-4,5,6,7-tetrahydroindol-4-one (0.70 g), aminoguanidine hydrochloride (0.34 g), concentrated hydrochloric acid (0.44 ml), water (0.44 ml) and ethanol (50 ml) was refluxed for 12 hours. Under reduced pressure, the solvent was evaporated. To the residue was added sodium hydrogen carbonate solution, and the mixture was extracted with ethyl acetate. The organic layer was washed with water and saturated brine, dried with magnesium sulfate and concentrated under... Reactants: CC(C)=O, C=C(CCl)COc1ccc(C(=O)OC)cc1C=O, [I-], [Na+]. Yields the product C=C(CI)COc1ccc(C(=O)OC)cc1C=O. Reaction SMILES: [CH3:21][C:22](=[O:23])[CH3:24].[Cl:3][CH2:4][C:5]([CH2:6][O:7][c:8]1[c:9]([CH:18]=[O:19])[cH:10][c:11]([C:12](=[O:13])[O:14][CH3:15])[cH:16][cH:17]1)=[CH2:20].[I-:2].[Na+:1]>>[I:2][CH2:4][C:5]([CH2:6][O:7][c:8]1[c:9]([CH:18]=[O:19])[cH:10][c:11]([C:12](=[O:13])[O:14][CH3:15])[cH:16][cH:17]1)=[CH2:20]. Reactants: C(=O)(OC)CP(OCC)(OCC)=O (diethyl carbomethoxymethylphosphonate), CC(=CCCCC(C)=O)CC (7-methyl-6-nonen-2-one), CN(C=O)C (dimethylformamide), [H-].[Na+] (sodium hydride). The solvent is O (water). Product: CC(=CC(=O)OC)CCCC=C(CC)C (methyl 3,8-dimethyldeca-2,7-dienoate). Reaction SMILES: [C:1]([CH2:5]P(=O)(OCC)OCC)([O:3][CH3:4])=[O:2].CN(C)C=O.[H-].[Na+].[CH3:21][C:22]([CH2:30][CH3:31])=[CH:23][CH2:24][CH2:25][CH2:26][C:27](=O)[CH3:28]>O>[CH3:28][C:27]([CH2:26][CH2:25][CH2:24][CH:23]=[C:22]([CH3:21])[CH2:30][CH3:31])=[CH:5][C:1]([O:3][CH3:4])=[O:2] |f:2.3|. Procedure: A mixture of 11.2 g. of diethyl carbomethoxymethylphosphonate in 100 ml. of dimethylformamide is treated with 2.4 g. of sodium hydride. The mixture is stirred until the evolution of gas ceases and then 10 g. of 7-methyl-6-nonen-2-one is added slowly with stirring, maintaining temperature below 30°. The mixture is stirred for about one hour, then diluted with water and then extracted with ether. The ethereal phase is washed with water, dried over sodium sulfate and evaporated under reduced pressu...